From a dataset of the Open Reaction Database (ORD), a public repository of structured organic reaction records. describe an organic reaction: reactants, conditions, products, and yield The reactants are [OH-].[Na+] (sodium hydroxide), BrCCOCCBr (1-bromo-2-(2-bromoethoxy)ethane), BrC1=CC(=CC=2N(C(=NC21)C(F)(F)F)CC2=C(C(=CC=C2)Cl)C)N (4-bromo-1-(3-chloro-2-methylbenzyl)-2-(trifluoromethyl)-1H-benzo[d]imidazol-6-amine). The reagents and catalysts are [I-].C(CCC)[N+](CCCC)(CCCC)CCCC (tetrabutylammonium iodide). Reaction conditions: temperature 110 celsius, time 2 hour. Yields the product BrC1=CC(=CC=2N(C(=NC21)C(F)(F)F)CC2=C(C(=CC=C2)Cl)C)N2CCOCC2 (4-(4-bromo-1-(3-chloro-2-methylbenzyl)-2-(trifluoromethyl)-1H-benzo[d]imidazol-6-yl)morpholine). Isolated yield 44.7%. Reaction SMILES: [Br:1][C:2]1[C:10]2[N:9]=[C:8]([C:11]([F:14])([F:13])[F:12])[N:7]([CH2:15][C:16]3[CH:21]=[CH:20][CH:19]=[C:18]([Cl:22])[C:17]=3[CH3:23])[C:6]=2[CH:5]=[C:4]([NH2:24])[CH:3]=1.[OH-].[Na+].Br[CH2:28][CH2:29][O:30][CH2:31][CH2:32]Br>[I-].C([N+](CCCC)(CCCC)CCCC)CCC>[Br:1][C:2]1[C:10]2[N:9]=[C:8]([C:11]([F:14])([F:13])[F:12])[N:7]([CH2:15][C:16]3[CH:21]=[CH:20][CH:19]=[C:18]([Cl:22])[C:17]=3[CH3:23])[C:6]=2[CH:5]=[C:4]([N:24]2[CH2:32][CH2:31][O:30][CH2:29][CH2:28]2)[CH:3]=1 |f:1.2,4.5|. Procedure details: Into a 100 ml round bottomed flask charged with 4-bromo-1-(3-chloro-2-methylbenzyl)-2-(trifluoromethyl)-1H-benzo[d]imidazol-6-amine (3.1 g, 7.40 mmol) and tetrabutylammonium iodide (0.137 g, 0.370 mmol) was added 6N sodium hydroxide (18.51 ml, 111 mmol) and 1-bromo-2-(2-bromoethoxy)ethane (1.87 ml, 14.81 mmol). The reaction was heated to 110° C. and was monitored by LCMS. The reaction was complete after 2 h. The reaction was cooled to RT and the mixture was extracted with ethyl acetate (3×25 mL)... Reactants: COC(=O)c1cc(Br)cc2[nH]ncc12, Cc1ccc(S(=O)(=O)Cl)cc1, CN(C)C=O, [H-], [Na+], O. Yields the product COC(=O)c1cc(Br)cc2c1cnn2S(=O)(=O)c1ccc(C)cc1. As a reaction SMILES: [Br:3][c:4]1[cH:5][c:6]([C:13](=[O:14])[O:15][CH3:16])[c:7]2[cH:8][n:9][nH:10][c:11]2[cH:12]1.[CH3:17][c:18]1[cH:19][cH:20][c:21]([S:24](=[O:25])(=[O:26])[Cl:27])[cH:22][cH:23]1.[CH3:29][N:30]([CH3:31])[CH:32]=[O:33].[H-:1].[Na+:2].[OH2:28]>>[Br:3][c:4]1[cH:5][c:6]([C:13](=[O:14])[O:15][CH3:16])[c:7]2[cH:8][n:9][n:10]([S:24]([c:21]3[cH:20][cH:19][c:18]([CH3:17])[cH:23][cH:22]3)(=[O:25])=[O:26])[c:11]2[cH:12]1. The reactants are ON1C(C=2C(C1=O)=CC=CC2)=O (N-hydroxyphthalimide), C(C#C)Br (2-propynyl bromide), C([O-])([O-])=O.[K+].[K+] (potassium carbonate), CN(C=O)C (dimethylformamide). Solvent: C(C)O (ethanol). Yields the product C(C#C)ON1C(C=2C(C1=O)=CC=CC2)=O (N-2-propynoxyphthalimide). Isolated yield 63.3%. Reaction SMILES: [OH:1][N:2]1[C:6](=[O:7])[C:5]2=[CH:8][CH:9]=[CH:10][CH:11]=[C:4]2[C:3]1=[O:12].[CH2:13](Br)[C:14]#[CH:15].C(=O)([O-])[O-].[K+].[K+].CN(C)C=O>C(O)C>[CH2:15]([O:1][N:2]1[C:3](=[O:12])[C:4]2=[CH:11][CH:10]=[CH:9][CH:8]=[C:5]2[C:6]1=[O:7])[C:14]#[CH:13] |f:2.3.4|. Reported procedure: A stirred solution of 163.1 grams (1.00 mole) of N-hydroxyphthalimide, 448.0 grams (3.74 moles) of 2-propynyl bromide, 72.0 grams (0.52 mole) of potassium carbonate and 60.0 grams (0.82 mole) of dimethylformamide was heated under reflux for 16 hours. The reaction mixture containing a hardened solid was cooled. The solid was broken up by the addition of ethanol and stirring. The solid was collected by filtration and washed with additional ethanol, then with water until the washings were free of b... Starting materials: N1CCC1 (azetidine), FC(C(=O)O)(F)F.FC(C(=O)O)(F)F.FC(C(=O)O)(F)F.N1CC(C1)C=1C(=NC=CN1)C1=CC(=C(C(=O)NC)C=C1)F (4-(3-(azetidin-3-yl)pyrazin-2-yl)-2-fluoro-N-methylbenzamide tris(2,2,2-trifluoroacetate)), C([O-])([O-])=O.[K+].[K+] (potassium carbonate), FC(S(=O)(=O)OC1=NC2=CC(=CC=C2C=C1)F)(F)F (7-fluoroquinolin-2-yl trifluoromethanesulfonate). The solvent is CS(=O)C (DMSO), O (water). Reaction conditions: temperature 50 celsius, time 1 hour. Product: FC1=C(C(=O)NC)C=CC(=C1)C1=NC=CN=C1C1CN(C1)C1=NC2=CC(=CC=C2C=C1)F (2-fluoro-4-(3-(1-(7-fluoroquinolin-2-yl)azetidin-3-yl)pyrazin-2-yl)-N-methylbenzamide). The yield is 77.9%. As a reaction SMILES: FC(F)(F)C(O)=O.FC(F)(F)C(O)=O.FC(F)(F)C(O)=O.[NH:22]1[CH2:25][CH:24]([C:26]2[C:27]([C:32]3[CH:41]=[CH:40][C:35]([C:36]([NH:38][CH3:39])=[O:37])=[C:34]([F:42])[CH:33]=3)=[N:28][CH:29]=[CH:30][N:31]=2)[CH2:23]1.C(=O)([O-])[O-].[K+].[K+].FC(F)(F)S(O[C:55]1[CH:64]=[CH:63][C:62]2[C:57](=[CH:58][C:59]([F:65])=[CH:60][CH:61]=2)[N:56]=1)(=O)=O.N1CCC1>O.CS(C)=O>[F:42][C:34]1[CH:33]=[C:32]([C:27]2[C:26]([CH:24]3[CH2:23][N:22]([C:55]4[CH:64]=[CH:63][C:62]5[C:57](=[CH:58][C:59]([F:65])=[CH:60][CH:61]=5)[N:56]=4)[CH2:25]3)=[N:31][CH:30]=[CH:29][N:28]=2)[CH:41]=[CH:40][C:35]=1[C:36]([NH:38][CH3:39])=[O:37] |f:0.1.2.3,4.5.6|. Procedure details: A mixture of 4-(3-(azetidin-3-yl)pyrazin-2-yl)-2-fluoro-N-methylbenzamide tris(2,2,2-trifluoroacetate) (0.953 g, 1.517 mmol), potassium carbonate (0.839 g, 6.070 mmol), 7-fluoroquinolin-2-yl trifluoromethanesulfonate (0.537 g, 1.821 mmol, prepared according to Step 3 of Example 2), and DMSO (10 mL) was stirred at 50° C. for 1 h. LCMS showed the product and no more azetidine starting material. The mixture was diluted with water and extracted with CH2Cl2 three times. The organic layer was dried ov... Reaction SMILES: [Cl:1][C:2]1[CH:3]=[C:4]([N:9]2[C:13]([C:14]3[CH:15]=[N:16][CH:17]=[C:18]([Cl:20])[CH:19]=3)=[CH:12][C:11]([C:21](O)=[O:22])=[N:10]2)[CH:5]=[CH:6][C:7]=1[F:8].ClC1C=C(N2C(C3C=NC=C(F)C=3)=CC([C:44]([N:46]3[CH2:50][C:49](=[O:51])[NH:48][CH2:47]3)=O)=N2)C=CC=1F.O=C1CNCCN1>>[Cl:1][C:2]1[CH:3]=[C:4]([N:9]2[C:13]([C:14]3[CH:15]=[N:16][CH:17]=[C:18]([Cl:20])[CH:19]=3)=[CH:12][C:11]([C:21]([N:46]3[CH2:44][CH2:47][NH:48][C:49](=[O:51])[CH2:50]3)=[O:22])=[N:10]2)[CH:5]=[CH:6][C:7]=1[F:8]. Procedure details: 100 mg (0.28 mmol) of the compound of Example 61A is reacted analogously to the synthesis of the compound of Example 98 with 31 mg (0.31 mmol) of 2-oxopiperazine. 71 mg (58% of theory) of the title compound is obtained. Starting materials: ClC=1C=C(C=CC1F)N1N=C(C=C1C=1C=NC=C(C1)Cl)C(=O)O (1-(3-Chloro-4-fluorophenyl)-5-(5-chloropyridin-3-yl)-1H-pyrazole-3-carboxylic acid), ClC=1C=C(C=CC1F)N1N=C(C=C1C=1C=NC=C(C1)F)C(=O)N1CNC(C1)=O (1-{[1-(3-Chloro-4-fluorophenyl)-5-(5-fluoropyridin-3-yl)-1H-pyrazol-3-yl]carbonyl}imidazolidin-4-one), O=C1NCCNC1 (2-oxopiperazine). The product is ClC=1C=C(C=CC1F)N1N=C(C=C1C=1C=NC=C(C1)Cl)C(=O)N1CC(NCC1)=O (4-{[1-(3-Chloro-4-fluorophenyl)-5-(5-chloropyridin-3-yl)-1H-pyrazol-3-yl]carbonyl}piperazin-2-one). Starting materials: BrCOC (bromo(methoxy)methane), [Li+].CC(C)[N-]C(C)C (LDA), CCCCCCC.C1CCOC1.C(C)C1=CC=CC=C1 (heptane THF Ethylbenzene), CC1(CN(CC1)C(=O)OC(C)(C)C)C(=O)[O-] (1-tert-Butyl 3-methylpyrrolidine-1,3-dicarboxylate). The solvent is C1CCOC1 (THF). Conditions: temperature -78 celsius, time 45 minute. The product is COCC1(CN(CC1)C(=O)OC(C)(C)C)C(=O)OC (1-tert-Butyl 3-methyl 3-(methoxymethyl)pyrrolidine-1,3-dicarboxylate). Isolated yield 51.9%. As a reaction SMILES: [CH3:1][C:2]1([C:14]([O-:16])=[O:15])[CH2:6][CH2:5][N:4]([C:7]([O:9][C:10]([CH3:13])([CH3:12])[CH3:11])=[O:8])[CH2:3]1.[Li+].CC([N-]C(C)C)C.CCCCCCC.C1C[O:35][CH2:34]C1.[CH2:37](C1C=CC=CC=1)C.BrCOC>C1COCC1>[CH3:34][O:35][CH2:1][C:2]1([C:14]([O:16][CH3:37])=[O:15])[CH2:6][CH2:5][N:4]([C:7]([O:9][C:10]([CH3:11])([CH3:12])[CH3:13])=[O:8])[CH2:3]1 |f:1.2,3.4.5|. Reported procedure: The title compound was prepared according to general procedure A described in connection with Scheme 2. 1-tert-Butyl 3-methylpyrrolidine-1,3-dicarboxylate (7.27 g, 31.7 mmol) was dissolved in 80 mL of THF under argon. 2M LDA in heptane/THF/Ethylbenzene (19 mL, 38 mmol) was added in 30 min. between −78° C. and −68° C. The reaction mixture was stirred at −78° C. for 45 min. Neat bromo(methoxy)methane (5.25 g, 41.2 mmol) was added over 11 min. at −78° C. The reaction was slowly warmed to RT and sti... Reactants: CN(C)C=O, O=C1CCC(=O)N1Cl, O=c1cc(C(F)(F)C(F)(F)F)nc[nH]1, O. The product is O=c1[nH]cnc(C(F)(F)C(F)(F)F)c1Cl. As a reaction SMILES: [CH3:24][N:25]([CH3:26])[CH:27]=[O:28].[Cl:15][N:16]1[C:17](=[O:18])[CH2:19][CH2:20][C:21]1=[O:22].[F:1][C:2]([C:3]([F:4])([F:5])[F:6])([c:7]1[n:8][cH:9][nH:10][c:11](=[O:13])[cH:12]1)[F:14].[OH2:23]>>[F:1][C:2]([C:3]([F:4])([F:5])[F:6])([c:7]1[n:8][cH:9][nH:10][c:11](=[O:13])[c:12]1[Cl:15])[F:14]. Reported procedure: The title compound 33 is prepared according to the procedure reported in Example 38.1 with compound 32 (46 mg, 0.14 mmol) and benzyl bromide (34 μL, 0.28 mmol) as reactants. White solid. (Yield 62.3 mg, 91%). The product is [Br-].C(C)(=O)C=1C=[N+](C=CC1CC1C(C2=CC(=C(C=C2C1)OC)OC)=O)CC1=CC=CC=C1 (2-[(3-acetyl-1-benzyl-pyridin-1-ium-4-yl)methyl]-5,6-dimethoxy-indan-1-one bromide). RXN SMILES: [C:1]([C:4]1[CH:5]=[N:6][CH:7]=[CH:8][C:9]=1[CH2:10][CH:11]1[CH2:19][C:18]2[C:13](=[CH:14][C:15]([O:22][CH3:23])=[C:16]([O:20][CH3:21])[CH:17]=2)[C:12]1=[O:24])(=[O:3])[CH3:2].[CH2:25]([Br:32])[C:26]1[CH:31]=[CH:30][CH:29]=[CH:28][CH:27]=1>>[Br-:32].[C:1]([C:4]1[CH:5]=[N+:6]([CH2:25][C:26]2[CH:31]=[CH:30][CH:29]=[CH:28][CH:27]=2)[CH:7]=[CH:8][C:9]=1[CH2:10][CH:11]1[CH2:19][C:18]2[C:13](=[CH:14][C:15]([O:22][CH3:23])=[C:16]([O:20][CH3:21])[CH:17]=2)[C:12]1=[O:24])(=[O:3])[CH3:2] |f:2.3|. Starting materials: C(C)(=O)C=1C=NC=CC1CC1C(C2=CC(=C(C=C2C1)OC)OC)=O (2-[(3-acetyl-4-pyridyl)methyl]-5,6-dimethoxy-indan-1-one), C(C1=CC=CC=C1)Br (benzyl bromide).